This data is from the Open Reaction Database (ORD), a public repository of structured organic reaction records. The task is: describe an organic reaction: reactants, conditions, products, and yield Reactants: C(CC)NC1=CC=CC=C1 (N-propylaniline), C(C)C(CBr)CCCC (2-ethylhexyl bromide), C([O-])([O-])=O.[K+].[K+] (potassium carbonate), CN(C=O)C (N,N-dimethylformamide). Run in O (water). Run at temperature 125 celsius, time 16 hour. The product is C(C)C(CN(C1=CC=CC=C1)CCC)CCCC (N-(2-ethylhexyl)-N-propylaniline). Yield: 89.0%. As a reaction SMILES: [CH2:1]([NH:4][C:5]1[CH:10]=[CH:9][CH:8]=[CH:7][CH:6]=1)[CH2:2][CH3:3].[CH2:11]([CH:13]([CH2:16][CH2:17][CH2:18][CH3:19])[CH2:14]Br)[CH3:12].C(=O)([O-])[O-].[K+].[K+].CN(C)C=O>O>[CH2:11]([CH:13]([CH2:16][CH2:17][CH2:18][CH3:19])[CH2:14][N:4]([CH2:1][CH2:2][CH3:3])[C:5]1[CH:10]=[CH:9][CH:8]=[CH:7][CH:6]=1)[CH3:12] |f:2.3.4|. Procedure details: A mixture of N-propylaniline (24 parts), 2-ethylhexyl bromide (58 parts), anhydrous potassium carbonate (42 parts) and dry N,N-dimethylformamide (50 parts) was stirred at 125° C. for 16 hours. The cooled reaction mixture was poured into water (250 parts), the organic phase separated and washed with water (2×200 parts) and dried at 90° C. and 15 mmHg to yield N-(2-ethylhexyl)-N-propylaniline (49 parts, 89%). Acetic anhydride was added to this to make a total of 69.5 parts. Starting materials: CC1(OCCO1)C1=CC=C(O1)CN1N=CC(=C1)N (1-[5-(2-methyl-[1,3]dioxolan-2-yl)-furan-2-ylmethyl]-1H-pyrazol-4-ylamine), COC1=CC=C(C=C1)/C=C/C(=O)O ((E)-3-(4-methoxy-phenyl)-acrylic acid), 05b. Yields the product C(C)(=O)C1=CC=C(O1)CN1N=CC(=C1)NC(\C=C\C1=CC=C(C=C1)OC)=O ((E)-N-[1-(5-Acetyl-furan-2-ylmethyl)-1H-pyrazol-4-yl]-3-(4-methoxy-phenyl)-acrylamide). RXN SMILES: [CH3:1][C:2]1([C:7]2[O:11][C:10]([CH2:12][N:13]3[CH:17]=[C:16]([NH2:18])[CH:15]=[N:14]3)=[CH:9][CH:8]=2)[O:6]CCO1.[CH3:19][O:20][C:21]1[CH:26]=[CH:25][C:24](/[CH:27]=[CH:28]/[C:29](O)=[O:30])=[CH:23][CH:22]=1>>[C:2]([C:7]1[O:11][C:10]([CH2:12][N:13]2[CH:17]=[C:16]([NH:18][C:29](=[O:30])/[CH:28]=[CH:27]/[C:24]3[CH:25]=[CH:26][C:21]([O:20][CH3:19])=[CH:22][CH:23]=3)[CH:15]=[N:14]2)=[CH:9][CH:8]=1)(=[O:6])[CH3:1]. Procedure: Following general procedure B followed by T, starting from 1-[5-(2-methyl-[1,3]dioxolan-2-yl)-furan-2-ylmethyl]-1H-pyrazol-4-ylamine and (E)-3-(4-methoxy-phenyl)-acrylic acid. LC-MS-conditions 05b: tR=0.89 min; [M+H]+=366.19. The reactants are CC(C)(C)N, COCc1cc(F)c([N+](=O)[O-])cc1C(=O)OC, c1ccncc1. Product: COCc1cc(NC(C)(C)C)c([N+](=O)[O-])cc1C(=O)OC. Reaction SMILES: [CH3:18][C:19]([CH3:20])([CH3:21])[NH2:22].[F:1][c:2]1[cH:3][c:4]([CH2:15][O:16][CH3:17])[c:5]([C:6](=[O:7])[O:8][CH3:9])[cH:10][c:11]1[N+:12](=[O:13])[O-:14].[cH:23]1[cH:24][cH:25][n:26][cH:27][cH:28]1>>[c:2]1([NH:22][C:19]([CH3:18])([CH3:20])[CH3:21])[cH:3][c:4]([CH2:15][O:16][CH3:17])[c:5]([C:6](=[O:7])[O:8][CH3:9])[cH:10][c:11]1[N+:12](=[O:13])[O-:14]. The reactants are N1(CCOCC1)NC(C1=CC(=C(C=C1)OCC(=O)O)C#N)=O (3-Cyano-4-carboxymethoxybenzoic acid (4-morpholinyl)amide), N1=CC=CC=C1 (pyridine), NC1=NC=C(C=C1)Cl (2-amino-5-chloropyridine), CN1CCOCC1 (N-methylmorpholine), S(=O)(Cl)Cl (thionyl chloride), acid chloride. Solvent: C(Cl)Cl (methylene chloride), ClCCl (dichloromethane). Reaction conditions: time 8 hour. Product: N1(CCOCC1)NC(C1=CC(=C(C=C1)OCC(=O)NC1=NC=C(C=C1)Cl)C#N)=O (3-cyano-4-(5-chloropyridin-2-ylaminocarbonylmethoxy)benzoic acid (4-morpholinyl)amide). Yield: 92.7%. Reaction SMILES: [N:1]1([NH:7][C:8](=[O:22])[C:9]2[CH:14]=[CH:13][C:12]([O:15][CH2:16][C:17]([OH:19])=O)=[C:11]([C:20]#[N:21])[CH:10]=2)[CH2:6][CH2:5][O:4][CH2:3][CH2:2]1.CN1CCOCC1.S(Cl)(Cl)=O.[NH2:34][C:35]1[CH:40]=[CH:39][C:38]([Cl:41])=[CH:37][N:36]=1.N1C=CC=CC=1>ClCCl>[N:1]1([NH:7][C:8](=[O:22])[C:9]2[CH:14]=[CH:13][C:12]([O:15][CH2:16][C:17]([NH:34][C:35]3[CH:40]=[CH:39][C:38]([Cl:41])=[CH:37][N:36]=3)=[O:19])=[C:11]([C:20]#[N:21])[CH:10]=2)[CH2:2][CH2:3][O:4][CH2:5][CH2:6]1. Procedure: 3-Cyano-4-carboxymethoxybenzoic acid (4-morpholinyl)amide (10 g, 0.0345 mol) is suspended in dichloromethane (50 ml), and thereto is added N-methylmorpholine (3.79 ml, 0.0345 mol) for dissolution. After adding thionyl chloride (2.8 ml, 0.0396 mol) under ice-cooling, the mixture is stirred at room temperature overnight. A solution of 2-amino-5-chloropyridine (4.87 g, 0.0379 mol) and pyridine (6.10 ml, 0.0758 mol) in methylene chloride (150 ml) is ice-cooled, and thereto is added dropwise the prev... The reactants are Cc1ccc(S(=O)(=O)N2CC3CC3(NC(=O)OC(C)(C)C)C2c2ccccc2)cc1, CI, [H-], [Na+], CN(C)C=O. The product is Cc1ccc(S(=O)(=O)N2CC3CC3(N(C)C(=O)OC(C)(C)C)C2c2ccccc2)cc1. Reaction SMILES: [C:1]([CH3:2])([CH3:3])([CH3:4])[O:5][C:6]([NH:7][C:8]12[CH:9]([c:24]3[cH:25][cH:26][cH:27][cH:28][cH:29]3)[N:10]([S:14](=[O:15])(=[O:16])[c:17]3[cH:18][cH:19][c:20]([CH3:23])[cH:21][cH:22]3)[CH2:11][CH:12]1[CH2:13]2)=[O:30].[CH3:33][I:34].[H-:31].[Na+:32].[O:35]=[CH:36][N:37]([CH3:38])[CH3:39]>>[C:1]([CH3:2])([CH3:3])([CH3:4])[O:5][C:6]([N:7]([C:8]12[CH:9]([c:24]3[cH:25][cH:26][cH:27][cH:28][cH:29]3)[N:10]([S:14](=[O:15])(=[O:16])[c:17]3[cH:18][cH:19][c:20]([CH3:23])[cH:21][cH:22]3)[CH2:11][CH:12]1[CH2:13]2)[CH3:33])=[O:30]. Reactants: ICCCCCCCCI (1,8-diiodooctane), SC1=CN=NN1 (5-mercapto-1H-1,2,3-triazole), SC1=CN=NN1 (5-mercapto-1H-1,2,3-triazole). The solvent is C(C)O (ethanol). Product: N1=NNC(=C1)SCCCCCCCCSC1=CN=NN1 (5-(8-(3H-1,2,3-triazol-4-ylthio)octylthio)-1H-1,2,3-triazole). Yield: 41.6%. RXN SMILES: [SH:1][C:2]1[NH:6][N:5]=[N:4][CH:3]=1.I[CH2:8][CH2:9][CH2:10][CH2:11][CH2:12][CH2:13][CH2:14][CH2:15]I>C(O)C>[N:4]1[CH:3]=[C:2]([S:1][CH2:8][CH2:9][CH2:10][CH2:11][CH2:12][CH2:13][CH2:14][CH2:15][S:1][C:2]2[NH:6][N:5]=[N:4][CH:3]=2)[NH:6][N:5]=1. Reported procedure: 20 mmole of 5-mercapto-1H-1,2,3-triazole (sodium salt) was dissolved in 20 ml of ethanol in stirring. 10 mmole of 1,8-diiodooctane was added dropwise to the solution of 5-mercapto-1H-1,2,3-triazole (sodium salt), and stirred overnight. After the solvent was evaporated in vacuum, the residual was washed with 50 ml pure H2O for three times, and then with 50 ml hexane for 3 times. At last, the residual was dried in oven at 60° C. for 24 hours. 1.30 g product was obtained as white solid. Yield: 42%.... The reactants are C(=O)(OC(C)(C)C)N(C1CCC(CC1)NCC=1C=C(C=CC1OC)B(O)O)C (3-{[4-(BOC-methyl-amino)-cyclohexylamino]-methyl}-4-methoxy-benzene boronic acid), CCN(C(C)C)C(C)C (DIPEA), ClC=1C2=C(SC1C(=O)Cl)C(=CC=C2F)F (3-Chloro-4,7-difluorobenzo[b]thiophene-2-carbonyl chloride). Solvent: C(Cl)Cl (DCM). Reaction conditions: time 3 hour. Yields the product C(=O)(OC(C)(C)C)N(C1CCC(CC1)N(C(=O)C1=C(C2=C(S1)C(=CC=C2F)F)Cl)CC=2C=C(C=CC2OC)B(O)O)C (3-{[[4-(BOC-methyl-amino)-cyclohexyl]-(3-chloro-4,7-difluoro-benzo[b]thiophene-2-carbonyl)-amino]-methyl}-4-methoxy-benzene boronic acid). RXN SMILES: [C:1]([N:8]([CH3:28])[CH:9]1[CH2:14][CH2:13][CH:12]([NH:15][CH2:16][C:17]2[CH:18]=[C:19]([B:25]([OH:27])[OH:26])[CH:20]=[CH:21][C:22]=2[O:23][CH3:24])[CH2:11][CH2:10]1)([O:3][C:4]([CH3:7])([CH3:6])[CH3:5])=[O:2].CCN(C(C)C)C(C)C.[Cl:38][C:39]1[C:40]2[C:50]([F:51])=[CH:49][CH:48]=[C:47]([F:52])[C:41]=2[S:42][C:43]=1[C:44](Cl)=[O:45]>C(Cl)Cl>[C:1]([N:8]([CH3:28])[CH:9]1[CH2:10][CH2:11][CH:12]([N:15]([CH2:16][C:17]2[CH:18]=[C:19]([B:25]([OH:26])[OH:27])[CH:20]=[CH:21][C:22]=2[O:23][CH3:24])[C:44]([C:43]2[S:42][C:41]3[C:47]([F:52])=[CH:48][CH:49]=[C:50]([F:51])[C:40]=3[C:39]=2[Cl:38])=[O:45])[CH2:13][CH2:14]1)([O:3][C:4]([CH3:7])([CH3:6])[CH3:5])=[O:2]. Procedure: A solution of boronic acid 4 (7.60 g, 19.4 mmol) in DCM (300 mL) at 0° C. is treated with DIPEA (7.40 mL, 42.7 mmol), followed by acid chloride 8 (6.21 g, 23.3 mmol) in one portion. After warming to RT, the solution is stirred 3 h. Analysis by LC/MS at this juncture confirmed the reaction is complete. Thus the solvent is removed in vacuo and the residue purified by chromatography (gradient elution—60% EtOAc in heptane with 0.5% triethylamine increasing to neat EtOAc with 0.5% triethylamine, then...